Dataset: the Open Reaction Database (ORD), a public repository of structured organic reaction records. Task: describe an organic reaction: reactants, conditions, products, and yield Starting materials: CC(C)(C)O, C1=CCCCCCCCCCC1, OO. As a reaction SMILES: [C:15]([OH:16])([CH3:17])([CH3:18])[CH3:19].[CH:3]1=[CH:4][CH2:5][CH2:6][CH2:7][CH2:8][CH2:9][CH2:10][CH2:11][CH2:12][CH2:13][CH2:14]1.[OH:1][OH:2]>>[O:1]1[CH:3]2[CH:4]1[CH2:5][CH2:6][CH2:7][CH2:8][CH2:9][CH2:10][CH2:11][CH2:12][CH2:13][CH2:14]2. Yields the product C1CCCCCC2OC2CCCC1. Reactants: FC(=C(F)F)F (tetrafluoroethylene), ICl (iodine monochloride), OS(=O)[O-].[Na+] (NaHSO3), FC(C(=O)OC)(OC(C(C(F)(F)F)=O)(F)F)C(F)(F)F (Methyl perfluoro(5-keto-2-methyl-3-oxahexanoate)), [F-].[K+] (KF), [F-].[K+] (KF), ice water. The solvent is COCCOCCOCCOCCOC (tetraglyme). The product is FC(C(=O)OC)(OC(C(OC(C(I)(F)F)(F)F)(C(F)(F)F)F)(F)F)C(F)(F)F (methyl perfluoro(8-iodo-2,5-dimethyl-3,6-dioxaoctanoate)). The yield is 62.1%. Reaction SMILES: [F:1][C:2]([C:17]([F:20])([F:19])[F:18])([O:7][C:8]([F:16])([F:15])[C:9](=[O:14])[C:10]([F:13])([F:12])[F:11])[C:3]([O:5][CH3:6])=[O:4].[F-:21].[K+].[I:23]Cl.[F:25][C:26]([F:30])=[C:27]([F:29])[F:28].OS([O-])=O.[Na+]>COCCOCCOCCOCCOC>[F:1][C:2]([C:17]([F:18])([F:19])[F:20])([O:7][C:8]([F:15])([F:16])[C:9]([F:21])([C:10]([F:13])([F:12])[F:11])[O:14][C:27]([F:29])([F:28])[C:26]([F:30])([F:25])[I:23])[C:3]([O:5][CH3:6])=[O:4] |f:1.2,5.6|. Reported procedure: Methyl perfluoro(5-keto-2-methyl-3-oxahexanoate) (54.4 g, 0.17 mol) was added to a suspension of 17.5 g (0.30 mol) of flame-dried KF in 160 ml of tetraglyme stirred at 10° to 15°. After the mixture had stirred until much of the KF dissolved, 54.9 g (0.34 mol) of iodine monochloride was added with cooling to maintain 20°. The resulting mixture was charged into a dry 400-ml metal tube and shaken while tetrafluoroethylene (36 g, 0.36 mol) was added under pressure. When no further pressure drop occu... Isolated yield 72.5%. Reactants: FC=1C=C2C(C(=CN(C2=CC1N1C2CN(C(C1)C2)CC2=CC=CC=C2)C2=C(C=C(C=C2)F)F)C(=O)O)=O (6-fluoro-1-(2,4-difluoro-phenyl)-1,4-dihydro-4-oxo-7-(5-benzyl-2,5-diazabicyclo(2.2.1)-hept-2-yl)quinoline-3-carboxylic acid). Reported procedure: 2.57 g (5 08 m Mol) of 6-fluoro-1-(2,4-difluoro-phenyl)-1,4-dihydro-4-oxo-7-(5-benzyl-2,5-diazabicyclo(2.2.1)-hept-2-yl)quinoline-3-carboxylic acid was dissolved in 170 ml of absolute ethanol containing 18 g of HCl and to the solution was added 2.1 g 10% Pd/c and the resultant hydrogenated at 15 psi and 60° C. for 2 hrs. After filtration of the catalyst the volatiles were removed under reduced pressure. The resulting residue was taken up in 80 ml of water and the pH adjusted to 7. The resulting ... Run in C(C)O (ethanol), Cl (HCl). The reagents and catalysts are [Pd] (Pd). Conditions: time 2 hour. Reaction SMILES: [F:1][C:2]1[CH:3]=[C:4]2[C:9](=[CH:10][C:11]=1[N:12]1[CH2:17][CH:16]3[CH2:18][CH:13]1[CH2:14][N:15]3CC1C=CC=CC=1)[N:8]([C:26]1[CH:31]=[CH:30][C:29]([F:32])=[CH:28][C:27]=1[F:33])[CH:7]=[C:6]([C:34]([OH:36])=[O:35])[C:5]2=[O:37]>C(O)C.Cl.[Pd]>[CH:13]12[CH2:18][CH:16]([NH:15][CH2:14]1)[CH2:17][N:12]2[C:11]1[CH:10]=[C:9]2[C:4]([C:5](=[O:37])[C:6]([C:34]([OH:36])=[O:35])=[CH:7][N:8]2[C:26]2[CH:31]=[CH:30][C:29]([F:32])=[CH:28][C:27]=2[F:33])=[CH:3][C:2]=1[F:1]. Yields the product C12N(CC(NC1)C2)C2=C(C=C1C(C(=CN(C1=C2)C2=C(C=C(C=C2)F)F)C(=O)O)=O)F (7-(2,5-diazabicyclo(2.2.1)hept-2-yl)-6-fluoro-1-(2,4-difluorophenyl)-1,4-dihydro-4-oxoquinoline3-carboxylic acid). Starting materials: N(=[N+]=[N-])C(C)C1=NC=C(C=N1)F (2-(1-azidoethyl)-5-fluoropyrimidine). Reagents/catalysts: [Pd] (Pd/C). Reaction conditions: time 3 hour. The product is FC=1C=NC(=NC1)C(C)N (1-(5-Fluoropyrimidin-2-yl)ethanamine). Yield: 98.7%. As a reaction SMILES: [N:1]([CH:4]([C:6]1[N:11]=[CH:10][C:9]([F:12])=[CH:8][N:7]=1)[CH3:5])=[N+]=[N-]>[Pd]>[F:12][C:9]1[CH:8]=[N:7][C:6]([CH:4]([NH2:1])[CH3:5])=[N:11][CH:10]=1. Reported procedure: A round-bottom flask containing 2-(1-azidoethyl)-5-fluoropyrimidine (Method 3, 0.60 g, 3.59 mmol) was charged with 10% Pd/C (0.191 g) and was evacuated and backfilled with H2 via a filled balloon. MeOH (10 ml) was added, and the mixture was allowed to stir at room temperature for 3 hours. The mixture was filtered through a plug of diatomaceous earth, which was subsequently washed well with MeOH. The filtrates were concentrated to give the title compound as a pale yellow oil (0.50 g, 99%). 1H NMR... Reactants: N[C@@H](C)C(=O)N1C2=C(C3=C(C(C1=O)C)C=CC=C3)C(=CC=C2)N (5-(L-alaninyl)-amino-7-methyl-5,7-dihydro-6H-dibenz[b,d]azepin-6-one), C(C)(=O)O (acetic acid). Yields the product C(C)(=O)N[C@@H](C)C(=O)N1C2=C(C3=C(C(C1=O)C)C=CC=C3)C(=CC=C2)N (5-{N′-(Acetyl)-L-alaninyl}-amino-7-methyl-5,7-dihydro-6H-dibenz[b,d]azepin-6-one). RXN SMILES: [NH2:1][C@H:2]([C:4]([N:6]1[C:12](=[O:13])[CH:11]([CH3:14])[C:10]2[CH:15]=[CH:16][CH:17]=[CH:18][C:9]=2[C:8]2[C:19]([NH2:23])=[CH:20][CH:21]=[CH:22][C:7]1=2)=[O:5])[CH3:3].[C:24](O)(=[O:26])[CH3:25]>>[C:24]([NH:1][C@H:2]([C:4]([N:6]1[C:12](=[O:13])[CH:11]([CH3:14])[C:10]2[CH:15]=[CH:16][CH:17]=[CH:18][C:9]=2[C:8]2[C:19]([NH2:23])=[CH:20][CH:21]=[CH:22][C:7]1=2)=[O:5])[CH3:3])(=[O:26])[CH3:25]. Procedure: Following General Procedure C-P using acetic acid and 5-(L-alaninyl)-amino-7-methyl-5,7-dihydro-6H-dibenz[b,d]azepin-6-one, as described in Example 7-B, the title compound was prepared. The molecular weight as determined by mass spectrometry (FD) was: 352 (M+H). Starting materials: FC(C=1C=C(CN2C(C3=C(OCCC2)N=C(C=C3C3=CC=C(C=C3)Cl)Cl)=O)C=C(C1)C(F)(F)F)(F)F (5-[3,5-bis(trifluoromethyl)benzyl]-9-chloro-7-(4-chlorophenyl)-6-oxo-2,3,4,5-tetrahydro-6H-pyrido[2,3-b][1,5]oxazocine), N1(CCCC1)C1CCNCC1 (4-(pyrrolidine-1-yl)piperidine). The product is FC(C=1C=C(CN2C(C3=C(OCCC2)N=C(C=C3C3=CC=C(C=C3)Cl)N3CCC(CC3)N3CCCC3)=O)C=C(C1)C(F)(F)F)(F)F (5-[3,5-bis(trifluoromethyl)benzyl]-7-(4-chlorophenyl)-6-oxo-9-[4-(pyrrolidine-1-yl)piperidine-1-yl]-2,3,4,5-tetrahydro-6H-pyrido[2,3-b][1,5]oxazocine). The yield is 55.5%. As a reaction SMILES: [F:1][C:2]([F:36])([F:35])[C:3]1[CH:4]=[C:5]([CH:28]=[C:29]([C:31]([F:34])([F:33])[F:32])[CH:30]=1)[CH2:6][N:7]1[CH2:14][CH2:13][CH2:12][O:11][C:10]2[N:15]=[C:16](Cl)[CH:17]=[C:18]([C:19]3[CH:24]=[CH:23][C:22]([Cl:25])=[CH:21][CH:20]=3)[C:9]=2[C:8]1=[O:27].[N:37]1([CH:42]2[CH2:47][CH2:46][NH:45][CH2:44][CH2:43]2)[CH2:41][CH2:40][CH2:39][CH2:38]1>>[F:32][C:31]([F:34])([F:33])[C:29]1[CH:28]=[C:5]([CH:4]=[C:3]([C:2]([F:36])([F:1])[F:35])[CH:30]=1)[CH2:6][N:7]1[CH2:14][CH2:13][CH2:12][O:11][C:10]2[N:15]=[C:16]([N:45]3[CH2:46][CH2:47][CH:42]([N:37]4[CH2:41][CH2:40][CH2:39][CH2:38]4)[CH2:43][CH2:44]3)[CH:17]=[C:18]([C:19]3[CH:20]=[CH:21][C:22]([Cl:25])=[CH:23][CH:24]=3)[C:9]=2[C:8]1=[O:27]. Procedure: In a similar manner to Example 1, 5-[3,5-bis(trifluoromethyl)benzyl]-9-chloro-7-(4-chlorophenyl)-6-oxo-2,3,4,5-tetrahydro-6H-pyrido[2,3-b][1,5]oxazocine (100 mg) was reacted with 4-(pyrrolidine-1-yl)piperidine (70.2 mg) to obtain 5-[3,5-bis(trifluoromethyl)benzyl]-7-(4-chlorophenyl)-6-oxo-9-[4-(pyrrolidine-1-yl)piperidine-1-yl]-2,3,4,5-tetrahydro-6H-pyrido[2,3-b][1,5]oxazocine (67.4 mg, 56%). Reactants: C(C)(C)(C)P(C(C)(C)C)C(C)(C)C (Tris(tert-butyl)phosphine), CC(C)([O-])C.[Na+] (sodium tert-butoxide), BrC=1C=CC=2C=CC3=C4C=CC=CC4=CC=C3C2C1 (3-bromochrysene), C(C)(C)(C)C1=CC=C(C=C1)NC1=CC=C(C=C1)C1=CC=CC=C1 (N-(4-tert-butylphenyl)biphenyl-4-amine). Reagents/catalysts: [Pd].[Pd].C(C1=CC=CC=C1)=CC(=O)C=CC1=CC=CC=C1.C(C1=CC=CC=C1)=CC(=O)C=CC1=CC=CC=C1.C(C1=CC=CC=C1)=CC(=O)C=CC1=CC=CC=C1 (tris(dibenzylideneacetone) dipalladium(0)). The solvent is CC=1C=CC=CC1C (o-xylene), CC=1C=CC=CC1C (o-xylene), CC=1C=CC=CC1C (o-xylene). Run at time 10 minute. Product: C1(=CC=C(C=C1)N(C=1C=CC=2C=CC3=C4C=CC=CC4=CC=C3C2C1)C1=CC=C(C=C1)C(C)(C)C)C1=CC=CC=C1 (N-(biphenyl-4-yl)-N-(4-tert-butylphenyl)chrysene-3-amine). Reaction SMILES: Br[C:2]1[CH:3]=[CH:4][C:5]2[CH:6]=[CH:7][C:8]3[C:17]([C:18]=2[CH:19]=1)=[CH:16][CH:15]=[C:14]1[C:9]=3[CH:10]=[CH:11][CH:12]=[CH:13]1.[C:20]([C:24]1[CH:29]=[CH:28][C:27]([NH:30][C:31]2[CH:36]=[CH:35][C:34]([C:37]3[CH:42]=[CH:41][CH:40]=[CH:39][CH:38]=3)=[CH:33][CH:32]=2)=[CH:26][CH:25]=1)([CH3:23])([CH3:22])[CH3:21].C(P(C(C)(C)C)C(C)(C)C)(C)(C)C.CC(C)([O-])C.[Na+]>CC1C=CC=CC=1C.[Pd].[Pd].C(=CC(C=CC1C=CC=CC=1)=O)C1C=CC=CC=1.C(=CC(C=CC1C=CC=CC=1)=O)C1C=CC=CC=1.C(=CC(C=CC1C=CC=CC=1)=O)C1C=CC=CC=1>[C:34]1([C:37]2[CH:38]=[CH:39][CH:40]=[CH:41][CH:42]=2)[CH:33]=[CH:32][C:31]([N:30]([C:27]2[CH:28]=[CH:29][C:24]([C:20]([CH3:23])([CH3:21])[CH3:22])=[CH:25][CH:26]=2)[C:2]2[CH:3]=[CH:4][C:5]3[CH:6]=[CH:7][C:8]4[C:17]([C:18]=3[CH:19]=2)=[CH:16][CH:15]=[C:14]2[C:9]=4[CH:10]=[CH:11][CH:12]=[CH:13]2)=[CH:36][CH:35]=1 |f:3.4,6.7.8.9.10|. Procedure: In a drybox, 3-bromochrysene (0.869 g, 2.83 mmol) and N-(4-tert-butylphenyl)biphenyl-4-amine (0.9 g, 2.97 mmol) were combined in a thick-walled glass tube and dissolved in 20 ml of dry o-xylene. Tris(tert-butyl)phosphine (0.01 g) and tris(dibenzylideneacetone) dipalladium(0) (0.023 g) were dissolved in 10 ml of dry o-xylene and stirred for 10 minutes. The catalyst solution was added to the reaction mixture, stirred for 5 minutes and followed by sodium tert-butoxide (0.27 g, 2.83 mmol) and 25 ml ... Reactants: CC1(OBOC1(C)C)C (4,4,5,5-tetramethyl-1,3,2-dioxaborolane), BrCC(=C)C (3-bromo-2-methylprop-1-ene), heptanes, [Mg] (magnesium), BrCC(=C)C (3-bromo-2-methylprop-1-ene), Cl (HCl). The solvent is C1CCOC1 (THF). Product: CC1(OB(OC1(C)C)CC(=C)C)C (4,4,5,5-tetramethyl-2-(2-methylallyl)-1,3,2-dioxaborolane). Reaction SMILES: [Mg].[CH3:2][C:3]1([CH3:10])[C:7]([CH3:9])([CH3:8])[O:6][BH:5][O:4]1.Br[CH2:12][C:13]([CH3:15])=[CH2:14].Cl>C1COCC1>[CH3:2][C:3]1([CH3:10])[C:7]([CH3:9])([CH3:8])[O:6][B:5]([CH2:14][C:13]([CH3:15])=[CH2:12])[O:4]1. Procedure: To a suspension of magnesium turning (1.139 g, 46.9 mmol) in THF (65.1 mL) was added 4,4,5,5-tetramethyl-1,3,2-dioxaborolane (5.67 mL, 39.1 mmol) at room temperature under nitrogen. 3-bromo-2-methylprop-1-ene (3.97 mL, 39.1 mmol) was added slowly, after 30 min, more 3-bromo-2-methylprop-1-ene (3.97 mL, 39.1 mmol) was added, The reaction mixture was stirred at room temperature for 1 h. heptanes was added, followed by 1N HCl. The reaction mixture was then extracted by heptanes. The organic was was...